From a dataset of the Open Reaction Database (ORD), a public repository of structured organic reaction records. describe an organic reaction: reactants, conditions, products, and yield Reaction SMILES: CO[C:3]([C:5]1[O:9][N:8]=[C:7]([O:10][CH2:11][C:12]2[C:13]([CH2:18][CH2:19][CH2:20][CH3:21])=[N:14][O:15][C:16]=2[CH3:17])[CH:6]=1)=[O:4].[OH:22][CH2:23][C@H:24]([NH2:26])[CH3:25]>>[CH2:23]([CH2:24][NH2:26])[OH:22].[OH:22][CH2:23][C@H:24]([NH:26][C:3]([C:5]1[O:9][N:8]=[C:7]([O:10][CH2:11][C:12]2[C:13]([CH2:18][CH2:19][CH2:20][CH3:21])=[N:14][O:15][C:16]=2[CH3:17])[CH:6]=1)=[O:4])[CH3:25]. Reported procedure: As described for example 24b, 3-(3-butyl-5-methyl-isoxazol-4-ylmethoxy)-isoxazole-5-carboxylic acid methyl ester (199 mg, 0.68 mmol), was converted using (R)-1-hydroxymethylethylamine (61 mg, 0.81 mmol), instead of ethanolamine, to the title compound (137 mg, 60%) which was obtained as a colourless gum after purification by chromatography (silica, heptane:ethyl acetate=1:1 to 0:1). MS: m/e=338.5 [M+H]+. The yield is 100.3%. The reactants are COC(=O)C1=CC(=NO1)OCC=1C(=NOC1C)CCCC (3-(3-butyl-5-methyl-isoxazol-4-ylmethoxy)-isoxazole-5-carboxylic acid methyl ester), OC[C@@H](C)N ((R)-1-hydroxymethylethylamine). The product is C(O)CN (ethanolamine), OC[C@@H](C)NC(=O)C1=CC(=NO1)OCC=1C(=NOC1C)CCCC (3-(3-Butyl-5-methyl-isoxazol-4-ylmethoxy)-isoxazole-5-carboxylic acid ((R)-2-hydroxy-1-methyl-ethyl)-amide). Reactants: N12CC(C(CC1)CC2)NC(=O)C2(C1=CC=CC=C1C=1C=CC=CC21)O (N-(1-azabicyclo[2.2.2]oct-3-yl)-9-hydroxy-9H-fluorene-9-carboxamide), solution, solution, CBr (methyl bromide). The solvent is C(C)#N (acetonitrile), C(C)#N (acetonitrile), C(Cl)(Cl)Cl (CHCl3). Conditions: time 96 hour. The product is [Br-].OC1(C2=CC=CC=C2C=2C=CC=CC12)C(=O)NC1C[N+]2(CCC1CC2)C (3-{[(9-hydroxy-9H-fluoren-9-yl)carbonyl]amino}-1-methyl-1-azoniabicyclo[2.2.2]octane bromide). Reaction SMILES: [N:1]12[CH2:8][CH2:7][CH:4]([CH2:5][CH2:6]1)[CH:3]([NH:9][C:10]([C:12]1([OH:25])[C:24]3[CH:23]=[CH:22][CH:21]=[CH:20][C:19]=3[C:18]3[C:13]1=[CH:14][CH:15]=[CH:16][CH:17]=3)=[O:11])[CH2:2]2.[CH3:26][Br:27]>C(#N)C.C(Cl)(Cl)Cl>[Br-:27].[OH:25][C:12]1([C:10]([NH:9][CH:3]2[CH:4]3[CH2:5][CH2:6][N+:1]([CH3:26])([CH2:8][CH2:7]3)[CH2:2]2)=[O:11])[C:13]2[CH:14]=[CH:15][CH:16]=[CH:17][C:18]=2[C:19]2[C:24]1=[CH:23][CH:22]=[CH:21][CH:20]=2 |f:4.5|. Procedure details: 0.245 g (0.00073 mol) of N-(1-azabicyclo[2.2.2]oct-3-yl)-9-hydroxy-9H-fluorene-9-carboxamide (Example 41) were dissolved in 4 ml of acetonitrile and 6 ml of CHCl3. To this solution 5.46 ml of a 1 M solution of methyl bromide in acetonitrile were added and the mixture was stirred for 96 h at room temperature under N2 atmosphere. After this time the solvents were evaporated. The residue was coevaporated with ether three times. Ether was added to the residue and the mixture stirred. The solid obtai... Reactants: O.C(CCCC)C=1C=C(C=2C(CC(OC2C1)(C)C)C1=CCN(CC1)CC1=CC2=CC=CC=C2C=C1)O (7-n-pentyl-4-[1-(2-naphthylmethyl)-1,2,5,6-tetrahydropyrid-4-yl]-2,2-dimethylchroman-5-ol monohydrate), Cl.C(C)N(CCCC(=O)O)CC (4-diethylaminobutyric acid hydrochloride), C1(CCCCC1)N=C=NC1CCCCC1 (dicyclohexylcarbodiimide). Run in ClCCl (dichloromethane). Reaction conditions: time 5 day. The product is Cl.Cl.C(C)N(CCCC(=O)O)CC (4-diethylaminobutyrate dihydrochloride). Reaction SMILES: O.C(C1C=C(O)C2C(C3CCN(CC4C=CC5C(=CC=CC=5)C=4)CC=3)CC(C)(C)OC=2C=1)CCCC.[ClH:37].[CH2:38]([N:40]([CH2:47][CH3:48])[CH2:41][CH2:42][CH2:43][C:44]([OH:46])=[O:45])[CH3:39].C1(N=C=NC2CCCCC2)CCCCC1>ClCCl>[ClH:37].[ClH:37].[CH2:47]([N:40]([CH2:38][CH3:39])[CH2:41][CH2:42][CH2:43][C:44]([OH:46])=[O:45])[CH3:48] |f:0.1,2.3,6.7.8|. Procedure details: 7-n-pentyl-4-[1-(2-naphthylmethyl)-1,2,5,6-tetrahydropyrid-4-yl]-2,2-dimethylchroman-5-ol monohydrate (4.57g., prepared as described in Examples 2 and 3), 4-diethylaminobutyric acid hydrochloride (1.96g.) and dicyclohexylcarbodiimide (2.10g.) were dissolved together in dry dichloromethane (150ml.) and the solution was stirred for 5 days at ambient temperature. The resulting precipitate of dicyclohexylurea was removed by filtration and the filtrate was evaporated to dryness in vacuo. The residual... Reactants: BrCCCCCBr, CC1=COc2ccc(C)cc2C(=O)N1, CN(C)C=O, [H-], [Na+]. Reaction SMILES: [Br:17][CH2:18][CH2:19][CH2:20][CH2:21][CH2:22][Br:23].[CH3:1][C:2]1=[CH:3][O:4][c:5]2[c:6]([cH:10][c:11]([CH3:14])[cH:12][cH:13]2)[C:7](=[O:9])[NH:8]1.[CH3:24][N:25]([CH3:26])[CH:27]=[O:28].[H-:15].[Na+:16]>>[CH3:1][C:2]1=[CH:3][O:4][c:5]2[c:6]([cH:10][c:11]([CH3:14])[cH:12][cH:13]2)[C:7](=[O:9])[N:8]1[CH2:22][CH2:21][CH2:20][CH2:19][CH2:18][Br:17]. Yields the product CC1=COc2ccc(C)cc2C(=O)N1CCCCCBr.